This data is from the Open Reaction Database (ORD), a public repository of structured organic reaction records. The task is: describe an organic reaction: reactants, conditions, products, and yield Run at temperature 100 celsius, time 8 hour. Solvent: CN(C=O)C (dimethylformamide). Reaction SMILES: Br[CH2:2][CH2:3][O:4][CH2:5][CH2:6][O:7][C:8]1[CH:12]=[CH:11][N:10]([C:13]2[CH:18]=[CH:17][C:16]([Cl:19])=[C:15]([Cl:20])[CH:14]=2)[N:9]=1.[NH:21]1[CH2:26][CH2:25][CH2:24][CH2:23][CH2:22]1.C(=O)([O-])[O-].[K+].[K+].[I-].[Na+]>CN(C)C=O>[Cl:20][C:15]1[CH:14]=[C:13]([N:10]2[CH:11]=[CH:12][C:8]([O:7][CH2:6][CH2:5][O:4][CH2:3][CH2:2][N:21]3[CH2:26][CH2:25][CH2:24][CH2:23][CH2:22]3)=[N:9]2)[CH:18]=[CH:17][C:16]=1[Cl:19] |f:2.3.4,5.6|. Yields the product ClC=1C=C(C=CC1Cl)N1N=C(C=C1)OCCOCCN1CCCCC1 (1-(2-(2-(1-(3,4-dichlorophenyl)-1H-pyrazol-3-yloxy)ethoxy)ethyl)piperidine). The yield is 68.2%. Procedure: A mixture of 3-(2-(2-bromoethoxy)ethoxy)-1-(3,4-dichlorophenyl)-1H-pyrazole (0.17 mg, 0.45 mmol), piperidine (62 mg, 0.72 mmol), potassium carbonate (0.25 g, 1.8 mmol) and sodium iodide (67 mg, 0.45 mmol) in dimethylformamide (5 ml) was stirred at 100° C. overnight in a dry nitrogen atmosphere. The solvent was evaporated in vacuo and water and ethyl ether was added. The aqueous phase was extracted several times with organic solvent and the combined organic phases washed with water, dried over so... Starting materials: BrCCOCCOC1=NN(C=C1)C1=CC(=C(C=C1)Cl)Cl (3-(2-(2-bromoethoxy)ethoxy)-1-(3,4-dichlorophenyl)-1H-pyrazole), N1CCCCC1 (piperidine), C([O-])([O-])=O.[K+].[K+] (potassium carbonate), [I-].[Na+] (sodium iodide). Reactants: CCc1cc2c(cc1O[Si](C)(C)C(C)(C)C)CCC1C2CCC2(C)C(=O)CCC12, CCOC(=O)CP(=O)(OCC)OCC. The product is CCOC(=O)C=C1CCC2C3CCc4cc(O[Si](C)(C)C(C)(C)C)c(CC)cc4C3CCC12C. Reaction SMILES: [C:1]([CH3:2])([CH3:3])([CH3:4])[Si:5]([O:6][c:7]1[c:8]([CH2:26][CH3:27])[cH:9][c:10]2[c:22]([cH:23]1)[CH2:21][CH2:20][CH:19]1[CH:11]2[CH2:12][CH2:13][C:14]2([CH3:25])[C:15](=[O:24])[CH2:16][CH2:17][CH:18]21)([CH3:28])[CH3:29].[CH3:30][CH2:31][O:32][C:33](=[O:34])[CH2:35][P:36]([O:37][CH2:38][CH3:39])([O:40][CH2:41][CH3:42])=[O:43]>>[C:1]([CH3:2])([CH3:3])([CH3:4])[Si:5]([O:6][c:7]1[c:8]([CH2:26][CH3:27])[cH:9][c:10]2[c:22]([cH:23]1)[CH2:21][CH2:20][CH:19]1[CH:11]2[CH2:12][CH2:13][C:14]2([CH3:25])[C:15](=[CH:35][C:33]([O:32][CH2:31][CH3:30])=[O:34])[CH2:16][CH2:17][CH:18]21)([CH3:28])[CH3:29]. The reactants are COc1cc(CC(=O)O)c(Br)cc1C, [Li]CCCC, C1CCOC1, [Cl-], [Cl-], O=C1C=CNC(c2ccc(F)cc2)C1, [NH4+]. Product: COc1cc(CC(=O)N2C=CC(=O)CC2c2ccc(F)cc2)c(Br)cc1C. As a reaction SMILES: [Br:21][c:22]1[c:23]([CH2:31][C:32](=[O:33])[OH:34])[cH:24][c:25]([O:29][CH3:30])[c:26]([CH3:28])[cH:27]1.[CH2:15]([Li:16])[CH2:17][CH2:18][CH3:19].[CH2:37]1[O:38][CH2:39][CH2:40][CH2:41]1.[Cl-:20].[Cl-:35].[F:1][c:2]1[cH:3][cH:4][c:5]([CH:8]2[NH:9][CH:10]=[CH:11][C:12](=[O:14])[CH2:13]2)[cH:6][cH:7]1.[NH4+:36]>>[F:1][c:2]1[cH:3][cH:4][c:5]([CH:8]2[N:9]([C:32]([CH2:31][c:23]3[c:22]([Br:21])[cH:27][c:26]([CH3:28])[c:25]([O:29][CH3:30])[cH:24]3)=[O:33])[CH:10]=[CH:11][C:12](=[O:14])[CH2:13]2)[cH:6][cH:7]1. Starting materials: Cc1cc(NC2CCN(C(=O)OC(C)(C)C)CC2)c([N+](=O)[O-])cc1OC(C)C, CCO, NN, O. Yields the product Cc1cc(NC2CCN(C(=O)OC(C)(C)C)CC2)c(N)cc1OC(C)C. RXN SMILES: [CH3:1][c:2]1[c:3]([O:25][CH:26]([CH3:27])[CH3:28])[cH:4][c:5]([N+:22]([O-:23])=[O:24])[c:6]([NH:8][CH:9]2[CH2:10][CH2:11][N:12]([C:15](=[O:16])[O:17][C:18]([CH3:19])([CH3:20])[CH3:21])[CH2:13][CH2:14]2)[cH:7]1.[CH3:32][CH2:33][OH:34].[NH2:30][NH2:31].[OH2:29]>>[CH3:1][c:2]1[c:3]([O:25][CH:26]([CH3:27])[CH3:28])[cH:4][c:5]([NH2:22])[c:6]([NH:8][CH:9]2[CH2:10][CH2:11][N:12]([C:15](=[O:16])[O:17][C:18]([CH3:19])([CH3:20])[CH3:21])[CH2:13][CH2:14]2)[cH:7]1. The reactants are COC(CN(C(=O)OC(C)(C)C)CC1=C(C=CC=C1)N)=O ([(2-amino-benzyl)-tert-butoxycarbonyl-amino]acetic acid methyl ester), C=1C=CC2=C(C1)N=NN2O (HOBT). Run in C1(=CC=CC=C1)C (toluene). Conditions: temperature 100 celsius. Product: C(C)(C)(C)OC(=O)N1CC(NC2=C(C1)C=CC=C2)=O (2-oxo-1,2,3,5-tetrahydro-benzo[e][1,4]diazepine-4-carboxylic acid tert-butyl ester). As a reaction SMILES: C[O:2][C:3](=O)[CH2:4][N:5]([CH2:13][C:14]1[CH:19]=[CH:18][CH:17]=[CH:16][C:15]=1[NH2:20])[C:6]([O:8][C:9]([CH3:12])([CH3:11])[CH3:10])=[O:7].C1C=CC2N(O)N=NC=2C=1>C1(C)C=CC=CC=1>[C:9]([O:8][C:6]([N:5]1[CH2:13][C:14]2[CH:19]=[CH:18][CH:17]=[CH:16][C:15]=2[NH:20][C:3](=[O:2])[CH2:4]1)=[O:7])([CH3:12])([CH3:11])[CH3:10]. Procedure details: To a solution of [(2-amino-benzyl)-tert-butoxycarbonyl-amino]acetic acid methyl ester (640 mg, 2.18 mmol) in toluene (30 mL), was added HOBT (177 mg, 1.31 mmol). The reaction mixture was heated at 100° C. for 24 h. After the completion of reaction, as confirmed by TLC, the solvent was removed in vacuo to afford the crude compound, which was purified by column chromatography (silica gel, 7:13 EtOAc:Pet. Ether) to afford pure 2-oxo-1,2,3,5-tetrahydro-benzo[e][1,4]diazepine-4-carboxylic acid tert-b...